This data is from the Open Reaction Database (ORD), a public repository of structured organic reaction records. The task is: describe an organic reaction: reactants, conditions, products, and yield Starting materials: C(C)OP(OCC)(=O)CCCN (3-aminopropanephosphonic acid diethyl ester), C(C)(=O)OC(C)=O (acetic anhydride). Run in N1=CC=CC=C1 (pyridine). Run at time 4 hour. Yields the product C(C)OP(OCC)(=O)CCCNC(C)=O (N-acetyl-3-aminopropanephosphonic acid diethyl ester). Yield: 96.0%. Reaction SMILES: [CH2:1]([O:3][P:4]([CH2:9][CH2:10][CH2:11][NH2:12])(=[O:8])[O:5][CH2:6][CH3:7])[CH3:2].[C:13](OC(=O)C)(=[O:15])[CH3:14]>N1C=CC=CC=1>[CH2:6]([O:5][P:4]([CH2:9][CH2:10][CH2:11][NH:12][C:13](=[O:15])[CH3:14])(=[O:8])[O:3][CH2:1][CH3:2])[CH3:7]. Reported procedure: 97 g. of 3-aminopropanephosphonic acid diethyl ester is dissolved in 400 ml. of dry pyridine and 55 g. of acetic anhydride is added with stirring. The mixture is then boiled for 4 hours with refluxing and freed of the low-boiling components by evaporation in a light vacuum. Gaschromatographically pure N-acetyl-3-aminopropanephosphonic acid diethyl ester is obtained in a 96% yield by shortcut distillation in vacuo. It is a pale yellow, highly viscous oil with a boiling point of 166° to 160° C. (0... Reactants: Cl.COC=1C=C2C(CNC3(CCN(CC3)CCC3=CC=C(C=C3)[N+](=O)[O-])C2=CC1OC)=O (6,7-dimethoxy-1'-[2-(4nitrophenyl)ethyl]-spiro[1,2,3,4-tetrahydro-isoquinoline-1,4'-piperidin]-4-one hydrochloride), [N+](=O)([O-])C1=CC=C(CBr)C=C1 (p-nitrobenzylbromide). The solvent is C(C)O (ethanol). The product is COC=1C=C2C(CN(C3(CCN(CC3)CCC3=CC=C(C=C3)[N+](=O)[O-])C2=CC1OC)CC1=CC=C(C=C1)[N+](=O)[O-])=O (6,7-Dimethoxy-1'-[2-(4-nitrophenyl)ethyl]-2-(4-nitrobenzyl)-spiro[1,2,3,4-tetrahydroisoquinoline-1,4'-piperidine]-4-one). Reaction SMILES: Cl.[CH3:2][O:3][C:4]1[CH:5]=[C:6]2[C:27](=[CH:28][C:29]=1[O:30][CH3:31])[C:10]1([CH2:15][CH2:14][N:13]([CH2:16][CH2:17][C:18]3[CH:23]=[CH:22][C:21]([N+:24]([O-:26])=[O:25])=[CH:20][CH:19]=3)[CH2:12][CH2:11]1)[NH:9][CH2:8][C:7]2=[O:32].[N+:33]([C:36]1[CH:43]=[CH:42][C:39]([CH2:40]Br)=[CH:38][CH:37]=1)([O-:35])=[O:34]>C(O)C>[CH3:2][O:3][C:4]1[CH:5]=[C:6]2[C:27](=[CH:28][C:29]=1[O:30][CH3:31])[C:10]1([CH2:15][CH2:14][N:13]([CH2:16][CH2:17][C:18]3[CH:19]=[CH:20][C:21]([N+:24]([O-:26])=[O:25])=[CH:22][CH:23]=3)[CH2:12][CH2:11]1)[N:9]([CH2:40][C:39]1[CH:42]=[CH:43][C:36]([N+:33]([O-:35])=[O:34])=[CH:37][CH:38]=1)[CH2:8][C:7]2=[O:32] |f:0.1|. Procedure details: A mixture of 6,7-dimethoxy-1'-[2-(4nitrophenyl)ethyl]-spiro[1,2,3,4-tetrahydro-isoquinoline-1,4'-piperidin]-4-one hydrochloride (0.33 g) sodium bicarbonate (0.1 g) and p-nitrobenzylbromide (0.25 g) in ethanol were refluxed for 18 hours. The reaction was concentrated and chromotographed on silica (methylene chloride/methanol, 90:10) to give 60 mg upon concentration and crystallization of the dihydrochloride salt from isopropanol. mp 174°-177° C.